From a dataset of the Open Reaction Database (ORD), a public repository of structured organic reaction records. describe an organic reaction: reactants, conditions, products, and yield Reactants: O=C([O-])[O-], COCCOCCN(CCOCCOC)CCOCCOC, Cc1ccccc1, O=[N+]([O-])c1cnccc1Cl, OCc1ccc(F)cc1, [K+], [K+], [K+], [OH-]. Product: O=[N+]([O-])c1cnccc1OCc1ccc(F)cc1. RXN SMILES: [C:20](=[O:21])([O-:22])[O-:23].[CH3:28][O:29][CH2:30][CH2:31][O:32][CH2:33][CH2:34][N:35]([CH2:36][CH2:37][O:38][CH2:39][CH2:40][O:41][CH3:42])[CH2:43][CH2:44][O:45][CH2:46][CH2:47][O:48][CH3:49].[CH3:50][c:51]1[cH:52][cH:53][cH:54][cH:55][cH:56]1.[Cl:1][c:2]1[c:3]([N+:8](=[O:9])[O-:10])[cH:4][n:5][cH:6][cH:7]1.[F:11][c:12]1[cH:13][cH:14][c:15]([CH2:16][OH:17])[cH:18][cH:19]1.[K+:24].[K+:25].[K+:27].[OH-:26]>>[c:2]1([O:17][CH2:16][c:15]2[cH:14][cH:13][c:12]([F:11])[cH:19][cH:18]2)[c:3]([N+:8](=[O:9])[O-:10])[cH:4][n:5][cH:6][cH:7]1. Reactants: O=C([O-])[O-], CN(C)C=O, N#CC(c1ccc(Cl)cc1)c1c(Cl)cc(-n2ncc(=O)[nH]c2=O)cc1Cl, CI, [K+], [K+]. Yields the product Cn1c(=O)cnn(-c2cc(Cl)c(C(C#N)c3ccc(Cl)cc3)c(Cl)c2)c1=O. RXN SMILES: [C:27](=[O:28])([O-:29])[O-:30].[CH3:35][N:36]([CH3:37])[CH:38]=[O:39].[Cl:1][c:2]1[c:3]([CH:17]([C:18]#[N:19])[c:20]2[cH:21][cH:22][c:23]([Cl:26])[cH:24][cH:25]2)[c:4]([Cl:16])[cH:5][c:6](-[n:8]2[n:9][cH:10][c:11](=[O:15])[nH:12][c:13]2=[O:14])[cH:7]1.[I:33][CH3:34].[K+:31].[K+:32]>>[Cl:1][c:2]1[c:3]([CH:17]([C:18]#[N:19])[c:20]2[cH:21][cH:22][c:23]([Cl:26])[cH:24][cH:25]2)[c:4]([Cl:16])[cH:5][c:6](-[n:8]2[n:9][cH:10][c:11](=[O:15])[n:12]([CH3:27])[c:13]2=[O:14])[cH:7]1. Reactants: 4-[, NC1=C(C=C(C(=C1)O[C@@H](C)CCCCCC)[N+](=O)[O-])C1=CC=C(C(=O)O)C=C1 (4-(2-amino-5-nitro-4-[(S)-2-octyloxy]phenyl)benzoic acid), OC1=CC=C(C=O)C=C1 (4-hydroxybenzaldehyde), O (water). Reagents/catalysts: CN(C1=CC=NC=C1)C (4-dimethylaminopyridine). Run in ClCCl (dichloromethane). Run at time 8 hour. Yields the product NC1=C(C=C(C(=C1)O[C@@H](C)CCCCCC)[N+](=O)[O-])C1=CC=C(C(=O)OC2=CC=C(C=O)C=C2)C=C1 (4-[4-(2-amino-5-nitro-4-[(S)-2-octyloxy]phenyl)benzoyloxy]benzaldehyde). RXN SMILES: [NH2:1][C:2]1[CH:7]=[C:6]([O:8][C@H:9]([CH2:11][CH2:12][CH2:13][CH2:14][CH2:15][CH3:16])[CH3:10])[C:5]([N+:17]([O-:19])=[O:18])=[CH:4][C:3]=1[C:20]1[CH:28]=[CH:27][C:23]([C:24]([OH:26])=[O:25])=[CH:22][CH:21]=1.O[C:30]1[CH:37]=[CH:36][C:33]([CH:34]=[O:35])=[CH:32][CH:31]=1.O>CN(C)C1C=CN=CC=1.ClCCl>[NH2:1][C:2]1[CH:7]=[C:6]([O:8][C@H:9]([CH2:11][CH2:12][CH2:13][CH2:14][CH2:15][CH3:16])[CH3:10])[C:5]([N+:17]([O-:19])=[O:18])=[CH:4][C:3]=1[C:20]1[CH:28]=[CH:27][C:23]([C:24]([O:26][C:30]2[CH:37]=[CH:36][C:33]([CH:34]=[O:35])=[CH:32][CH:31]=2)=[O:25])=[CH:22][CH:21]=1. Reported procedure: 0.6 g of N,N'-dicyclodicyclohexylcarbodiimide was added at room temperature while stirring to a solution of 1.0 g of 4-[4-(2-amino-5-nitro-4-[(S)-2-octyloxy]phenyl)benzoic acid, 0.3 g of 4-hydroxybenzaldehyde and 0.04 g of 4-dimethylaminopyridine in 20 ml of dichloromethane. The reaction mixture was stirred at room temperature overnight, poured into 100 ml of water and then extracted three times with 50 ml of dichloromethane each time. The organic phases were washed twice with 100 ml of water ea... Reactants: CCO, CC[O-], CCOC(=O)C=Cc1ccc(Oc2ccc(C(=Cc3cc(OC)cc(OC)c3)C(=O)O)cc2)cc1, NC(N)=O, [Na+]. Product: COc1cc(C=C(C(=O)O)c2ccc(Oc3ccc(C=CC(=O)NC(N)=O)cc3)cc2)cc(OC)c1. Reaction SMILES: [CH3:44][CH2:45][OH:46].[CH3:6][CH2:7][O-:8].[CH3:9][O:10][c:11]1[cH:12][c:13]([CH:19]=[C:20]([C:21](=[O:22])[OH:23])[c:24]2[cH:25][cH:26][c:27]([O:30][c:31]3[cH:32][cH:33][c:34]([CH:37]=[CH:38][C:39](=[O:40])[O:41][CH2:42][CH3:43])[cH:35][cH:36]3)[cH:28][cH:29]2)[cH:14][c:15]([O:17][CH3:18])[cH:16]1.[NH2:1][C:2]([NH2:3])=[O:4].[Na+:5]>>[NH:1]([C:2]([NH2:3])=[O:4])[C:39]([CH:38]=[CH:37][c:34]1[cH:33][cH:32][c:31]([O:30][c:27]2[cH:26][cH:25][c:24]([C:20](=[CH:19][c:13]3[cH:12][c:11]([O:10][CH3:9])[cH:16][c:15]([O:17][CH3:18])[cH:14]3)[C:21](=[O:22])[OH:23])[cH:29][cH:28]2)[cH:36][cH:35]1)=[O:40]. Reactants: FC1=C(C=CC(=C1)B1OC(C(O1)(C)C)(C)C)C=1N=CC(=NC1)N (5-(2-fluoro-4-(4,4,5,5-tetramethyl-1,3,2-dioxaborolan-2-yl)phenyl)-pyrazin-2-amine), BrC1=C(N)C=CC=C1 (2-bromoaniline). Yields the product NC1=C(C=CC=C1)C1=CC(=C(C=C1)C=1N=CC(=NC1)N)F (5-(2′-Amino-3-fluorobiphenyl-4-yl)pyrazin-2-amine). Reaction SMILES: [F:1][C:2]1[CH:7]=[C:6](B2OC(C)(C)C(C)(C)O2)[CH:5]=[CH:4][C:3]=1[C:17]1[N:18]=[CH:19][C:20]([NH2:23])=[N:21][CH:22]=1.Br[C:25]1[CH:31]=[CH:30][CH:29]=[CH:28][C:26]=1[NH2:27]>>[NH2:27][C:26]1[CH:28]=[CH:29][CH:30]=[CH:31][C:25]=1[C:6]1[CH:5]=[CH:4][C:3]([C:17]2[N:18]=[CH:19][C:20]([NH2:23])=[N:21][CH:22]=2)=[C:2]([F:1])[CH:7]=1. Procedure: The title compound was prepared using analogous conditions to those described in Example 6 utilizing 5-(2-fluoro-4-(4,4,5,5-tetramethyl-1,3,2-dioxaborolan-2-yl)phenyl)-pyrazin-2-amine and 2-bromoaniline. MS (ESI): mass calcd. for C16H13FN4, 280.11; m/z found, 281.1 [M+H]+. 1H NMR (400 MHz, DMSO-d6) δ 8.36 (s, 1H), 8.02 (s, 1H), 7.91 (m, 1H), 7.31 (d, J=12.7, 2H), 7.04 (d, J=7.3, 2H), 6.82-6.58 (m, 4H), 4.94 (s, 2H). Starting materials: CC(C)(C)OC(=O)N1CCNCC1, CS(=O)(=O)C1=CC=C(C=C1)COC2=NC=C(C=N2)Br. Reagents/catalysts: CC(C)(C)[O-].[Na+], C1=CC=C(C=C1)P(C2=CC=CC=C2)C3=C(C4=CC=CC=C4C=C3)C5=C(C=CC6=CC=CC=C65)P(C7=CC=CC=C7)C8=CC=CC=C8, C1=CC=C(C=C1)/C=C/C(=O)/C=C/C2=CC=CC=C2.C1=CC=C(C=C1)/C=C/C(=O)/C=C/C2=CC=CC=C2.C1=CC=C(C=C1)/C=C/C(=O)/C=C/C2=CC=CC=C2.[Pd].[Pd]. The solvent is CC1=CC=CC=C1. Run at temperature 80 celsius. The product is CC(C)(C)OC(=O)N1CCN(CC1)C2=CN=C(N=C2)OCC3=CC=C(C=C3)S(=O)(=O)C. Yield: 1.7%. Procedure: 5-bromo-2-(4-(methylsulfonyl)benzyloxy)pyrimidine (1.03 g, 3.00 mmol), tert- butyl piperazine-1-carboxylate (624.6 mg, 3.35 mmol), TRIS(DIBENZYLIDENEACETONE)DIPALLADIUM(0) (154.3 mg, 0.17 mmol),2,2'-bis(diphenylphosphino)-1,1'-binaphthyl (100.0 mg, 0.16 mmol) and sodium 2-methylpropan-2-olate (454.4 mg, 4.73 mmol) were mixed with toluene (20 mL). N2 was bubbled through the solvent for 15 minutes.The resulting mixture was stirred at 80 °C for over night under N2.The reaction mixture was filtered ... Starting materials: CC=CC#N, CO, [K+], N#CC(c1ccc(N2CCOCC2)c([N+](=O)[O-])c1)N1CCOCC1, C1CCOC1, [OH-], O. Yields the product CC(CC#N)C(C#N)(c1ccc(N2CCOCC2)c([N+](=O)[O-])c1)N1CCOCC1. RXN SMILES: [C:1]([CH:2]=[CH:3][CH3:4])#[N:5].[CH3:38][OH:39].[K+:36].[O:11]1[CH2:12][CH2:13][N:14]([CH:17]([C:18]#[N:19])[c:20]2[cH:21][c:22]([N+:32](=[O:33])[O-:34])[c:23]([N:26]3[CH2:27][CH2:28][O:29][CH2:30][CH2:31]3)[cH:24][cH:25]2)[CH2:15][CH2:16]1.[O:6]1[CH2:7][CH2:8][CH2:9][CH2:10]1.[OH-:35].[OH2:37]>>[C:1]([CH2:2][CH:3]([CH3:4])[C:17]([N:14]1[CH2:13][CH2:12][O:11][CH2:16][CH2:15]1)([C:18]#[N:19])[c:20]1[cH:21][c:22]([N+:32](=[O:33])[O-:34])[c:23]([N:26]2[CH2:27][CH2:28][O:29][CH2:30][CH2:31]2)[cH:24][cH:25]1)#[N:5]. Starting materials: O=C(Nc1ccc(Br)cc1)c1ccc(C(F)(F)F)cc1F, COc1ccc(P2(=S)SP(=S)(c3ccc(OC)cc3)S2)cc1, Cc1ccccc1. Yields the product Fc1cc(C(F)(F)F)ccc1C(=S)Nc1ccc(Br)cc1. RXN SMILES: [Br:1][c:2]1[cH:3][cH:4][c:5]([NH:8][C:9]([c:10]2[c:11]([F:20])[cH:12][c:13]([C:16]([F:17])([F:18])[F:19])[cH:14][cH:15]2)=[O:21])[cH:6][cH:7]1.[CH3:22][O:23][c:24]1[cH:25][cH:26][c:27]([P:28]2(=[S:29])[S:30][P:32](=[S:33])([c:34]3[cH:35][cH:36][c:37]([O:38][CH3:39])[cH:40][cH:41]3)[S:31]2)[cH:42][cH:43]1.[CH3:44][c:45]1[cH:46][cH:47][cH:48][cH:49][cH:50]1>>[Br:1][c:2]1[cH:3][cH:4][c:5]([NH:8][C:9]([c:10]2[c:11]([F:20])[cH:12][c:13]([C:16]([F:17])([F:18])[F:19])[cH:14][cH:15]2)=[S:31])[cH:6][cH:7]1. Procedure details: A stirred mixture of 2-{2-[(4-hydroxy-1-methyl-piperidin-4-ylmethyl)-amino]-ethyl}-4-methyl-1H-pyrrole-3-carboxylic acid ethyl ester (5.931 g, 18.36 mmol) in glycol (257 ml) was added with lithium hydroxide monohydrate (6.169 g, 147 mmol). The resulting mixture was heated to 135° C. for 4 hours. The mixture was added with cold water (250 ml), adjusted to pH from 14 to 12 with 2N hydrochloric acid in an ice-water bath. The mixture was extracted with a 10 to 1 solvent mixture of dichloromethane an... RXN SMILES: C([O:3][C:4]([C:6]1[C:10]([CH3:11])=[CH:9][NH:8][C:7]=1[CH2:12][CH2:13][NH:14][CH2:15][C:16]1([OH:23])[CH2:21][CH2:20][N:19]([CH3:22])[CH2:18][CH2:17]1)=O)C.O.[OH-].[Li+].Cl>O>[OH:23][C:16]1([CH2:15][N:14]2[CH2:13][CH2:12][C:7]3[NH:8][CH:9]=[C:10]([CH3:11])[C:6]=3[C:4]2=[O:3])[CH2:21][CH2:20][N:19]([CH3:22])[CH2:18][CH2:17]1 |f:1.2.3|. Reactants: O.[OH-].[Li+] (lithium hydroxide monohydrate), C(C)OC(=O)C1=C(NC=C1C)CCNCC1(CCN(CC1)C)O (2-{2-[(4-hydroxy-1-methyl-piperidin-4-ylmethyl)-amino]-ethyl}-4-methyl-1H-pyrrole-3-carboxylic acid ethyl ester), Cl (hydrochloric acid). The product is OC1(CCN(CC1)C)CN1C(C2=C(CC1)NC=C2C)=O (5-(4-hydroxy-1-methyl-piperidin-4-ylmethyl)-3-methyl-1,5,6,7-tetrahydro-pyrrolo[3,2-c]pyridin-4-one). Isolated yield 232.4%. Conditions: temperature 135 celsius. The solvent is O (water), glycol.